describe an organic reaction: reactants, conditions, products, and yield From a dataset of the Open Reaction Database (ORD), a public repository of structured organic reaction records. Reaction SMILES: Br/[C:2](/[CH:27]=[CH:28]/[C:29]1[C:30]([CH3:47])([CH3:46])[C:31]2[C:32]([N:45]=1)=[N+:33]([CH2:38][CH2:39][CH2:40][S:41]([O-:44])(=[O:43])=[O:42])[CH:34]=[C:35]([Cl:37])[CH:36]=2)=[CH:3]\[CH:4]=[C:5]1\[N:6]([CH2:20][CH2:21][CH2:22][S:23]([O-:26])(=[O:25])=[O:24])[C:7]2[C:12]([C:13]\1([CH3:15])[CH3:14])=[CH:11][C:10]([S:16]([O-:19])(=[O:18])=[O:17])=[CH:9][CH:8]=2.[Na+:48].[Na+].[C:50]([CH2:53][CH2:54][C:55]1[CH:56]=[C:57](B(O)O)[CH:58]=[CH:59][CH:60]=1)([OH:52])=[O:51].C(=O)([O-])[O-].[Cs+].[Cs+]>C1C=CC([P]([Pd]([P](C2C=CC=CC=2)(C2C=CC=CC=2)C2C=CC=CC=2)([P](C2C=CC=CC=2)(C2C=CC=CC=2)C2C=CC=CC=2)[P](C2C=CC=CC=2)(C2C=CC=CC=2)C2C=CC=CC=2)(C2C=CC=CC=2)C2C=CC=CC=2)=CC=1.O>[C:50]([CH2:53][CH2:54][C:55]1[CH:56]=[C:57](/[C:2](/[CH:27]=[CH:28]/[C:29]2[C:30]([CH3:47])([CH3:46])[C:31]3[C:32]([N:45]=2)=[N+:33]([CH2:38][CH2:39][CH2:40][S:41]([O-:44])(=[O:43])=[O:42])[CH:34]=[C:35]([Cl:37])[CH:36]=3)=[CH:3]\[CH:4]=[C:5]2\[N:6]([CH2:20][CH2:21][CH2:22][S:23]([O-:26])(=[O:25])=[O:24])[C:7]3[C:12]([C:13]\2([CH3:15])[CH3:14])=[CH:11][C:10]([S:16]([O-:19])(=[O:17])=[O:18])=[CH:9][CH:8]=3)[CH:58]=[CH:59][CH:60]=1)([OH:52])=[O:51].[Na+:48].[Na+:48] |f:0.1.2,4.5.6,9.10.11,^1:73,75,94,113|. The product is C(=O)(O)CCC=1C=C(C=CC1)\C(=C/C=C\1/N(C2=CC=C(C=C2C1(C)C)S(=O)(=O)[O-])CCCS(=O)(=O)[O-])\C=C\C=1C(C=2C(=[N+](C=C(C2)Cl)CCCS(=O)(=O)[O-])N1)(C)C.[Na+].[Na+] (Sodium (E)-2-((2Z,4E)-3-(3-(2-Carboxyethyl)phenyl)-5-(5-chloro-3,3-dimethyl-7-(3-sulfonatopropyl)-3H-pyrrolo[2,3-b]pyridin-7-ium-2-yl)penta-2,4-dienylidene)-3,3-dimethyl-1-(3-sulfonatopropyl)indoline-5-sulfonate). Procedure: Compound 9 (80 mg), 3-(2-carboxyethyl)phenylboronic acid (40 mg), and cesium carbonate (20 mg) were stirred into water (20 mL) under nitrogen at room temperature. Tetrakis(triphenylphosphine)palladium (0) (10 mg) were added to the reaction mixture. The mixture was refluxed for 4 h, and the solvent and volatile compounds then were evaporated under vacuum. The crude product was purified by flash chromatography on silica 60, 200-400 mesh, eluting with a 20/80 acetonitrile/water mixture. The purifie... Reagents/catalysts: C=1C=CC(=CC1)[P](C=2C=CC=CC2)(C=3C=CC=CC3)[Pd]([P](C=4C=CC=CC4)(C=5C=CC=CC5)C=6C=CC=CC6)([P](C=7C=CC=CC7)(C=8C=CC=CC8)C=9C=CC=CC9)[P](C=1C=CC=CC1)(C=1C=CC=CC1)C=1C=CC=CC1 (Tetrakis(triphenylphosphine)palladium). Starting materials: Br\C(=C/C=C\1/N(C2=CC=C(C=C2C1(C)C)S(=O)(=O)[O-])CCCS(=O)(=O)[O-])\C=C\C=1C(C=2C(=[N+](C=C(C2)Cl)CCCS(=O)(=O)[O-])N1)(C)C.[Na+].[Na+] (Sodium (E)-2-((2Z,4E)-3-Bromo-5-(5-chloro-3,3-dimethyl-7-(3-sulfonatopropyl)-3H-pyrrolo[2,3-b]pyridin-7-ium-2-yl)penta-2,4-dienylidene)-3,3-dimethyl-1-(3-sulfonatopropyl)indoline-5-sulfonate), C(=O)(O)CCC=1C=C(C=CC1)B(O)O (3-(2-carboxyethyl)phenylboronic acid), C([O-])([O-])=O.[Cs+].[Cs+] (cesium carbonate). Run in O (water). The reactants are FC(C(=O)OI(OC(C(F)(F)F)=O)C1=CC=CC=C1)(F)F ([Bis(trifluoroacetoxy)iodo]benzene), C(C)(=O)C=1C=CC2=C([C@@H]([C@H](C(O2)(C)C)O)NC(C2=CC=C(C=C2)F)=O)C1 ((3R,4S)-6-Acetyl-4-(4-fluorobenzamido)-3,4-dihydro-2,2-dimethyl-3-hydroxy-2H-1-benzopyran), FC(C(=O)O)(F)F (trifluoroacetic acid), O (water). The solvent is C(C)#N (acetonitrile). Yields the product FC1=CC=C(C(=O)N[C@@H]2[C@H](C(OC3=C2C=C(C=C3)C(CO)=O)(C)C)O)C=C1 ((3R,4S)-4-(4-fluorobenzamido)-3,4-dihydro-2,2-dimethyl-3-hydroxy-6-(2-hydroxyacetyl)-2H-1-benzopyran). Isolated yield 23.6%. As a reaction SMILES: [C:1]([C:4]1[CH:5]=[CH:6][C:7]2[O:12][C:11]([CH3:14])([CH3:13])[C@H:10]([OH:15])[C@@H:9]([NH:16][C:17](=[O:25])[C:18]3[CH:23]=[CH:22][C:21]([F:24])=[CH:20][CH:19]=3)[C:8]=2[CH:26]=1)(=[O:3])[CH3:2].O.FC(F)(F)C(O)=[O:31].FC(F)(F)C(OI(C1C=CC=CC=1)OC(=O)C(F)(F)F)=O>C(#N)C>[F:24][C:21]1[CH:22]=[CH:23][C:18]([C:17]([NH:16][C@H:9]2[C:8]3[CH:26]=[C:4]([C:1](=[O:3])[CH2:2][OH:31])[CH:5]=[CH:6][C:7]=3[O:12][C:11]([CH3:14])([CH3:13])[C@@H:10]2[OH:15])=[O:25])=[CH:19][CH:20]=1. Reported procedure: (3R,4S)-6-Acetyl-4-(4-fluorobenzamido)-3,4-dihydro-2,2-dimethyl-3-hydroxy-2H-1-benzopyran D5 (1.83 g, 5.0 mmol) (Example 20 of WO92/22293) was dissolved in acetonitrile (25 ml), water (5 ml) and trifluoroacetic acid (0.77 ml, 10.0 mmol). [Bis(trifluoroacetoxy)iodo]benzene (4.30 g, 10.0 mmol) was added and the reaction stirred under reflux for three hours. The reaction mixture was allowed to cool and the acetonitrile was removed in vacuo, the resulting material being partitioned between water (50... Reactants: ClCCl, CO, O=C(Cc1ccccc1)NC1C(=O)N2CC(C(=O)OCc3ccc([N+](=O)[O-])cc3)(N3CCN(N=Cc4ccccc4)C3=O)SC12, NNc1ccc([N+](=O)[O-])cc1[N+](=O)[O-], O, Cc1ccc(S(=O)(=O)O)cc1. The product is NN1CCN(C2(C(=O)OCc3ccc([N+](=O)[O-])cc3)CN3C(=O)C(NC(=O)Cc4ccccc4)C3S2)C1=O. As a reaction SMILES: [CH2:1]([Cl:2])[Cl:3].[CH3:75][OH:76].[CH:4]([c:5]1[cH:6][cH:7][cH:8][cH:9][cH:10]1)=[N:11][N:12]1[C:13](=[O:48])[N:14]([C:17]2([C:35](=[O:36])[O:37][CH2:38][c:39]3[cH:40][cH:41][c:42]([N+:45](=[O:46])[O-:47])[cH:43][cH:44]3)[CH2:18][N:19]3[C:20](=[O:34])[CH:21]([NH:24][C:25]([CH2:26][c:27]4[cH:28][cH:29][cH:30][cH:31][cH:32]4)=[O:33])[CH:22]3[S:23]2)[CH2:15][CH2:16]1.[N+:49]([c:50]1[cH:51][c:52]([N+:53]([O-:54])=[O:55])[cH:56][cH:57][c:58]1[NH:59][NH2:60])([O-:61])=[O:62].[OH2:63].[c:64]1([CH3:65])[cH:66][cH:67][c:68]([S:69]([OH:70])(=[O:71])=[O:72])[cH:73][cH:74]1>>[NH2:11][N:12]1[C:13](=[O:48])[N:14]([C:17]2([C:35](=[O:36])[O:37][CH2:38][c:39]3[cH:40][cH:41][c:42]([N+:45](=[O:46])[O-:47])[cH:43][cH:44]3)[CH2:18][N:19]3[C:20](=[O:34])[CH:21]([NH:24][C:25]([CH2:26][c:27]4[cH:28][cH:29][cH:30][cH:31][cH:32]4)=[O:33])[CH:22]3[S:23]2)[CH2:15][CH2:16]1. The reactants are C(C)OC(CN1C(C(C2=CC=CC=C12)(NC(=O)NC1=CC(=CC=C1)OC)CC(=O)O)=O)OCC ((+)-1-(2,2-diethoxyethyl)-3-hydroxycarbonylmethyl-3-(N'-(3-methoxyphenyl)ureido)indolin-2-one), Cl.C(C)N=C=NCCCN(C)C (1-ethyl-3-(3-dimethylaminopropyl)carbodiimide hydrochloride), NC1=CC=C(C=C1)C (p-toluidine). Solvent: C(C)(=O)OCC (ethyl acetate), ClCCl (dichloromethane). Conditions: time 9 hour. Yields the product C(C)OC(CN1C(C(C2=CC=CC=C12)(NC(=O)NC1=CC(=CC=C1)OC)CC(=O)NC1=CC=C(C=C1)C)=O)OCC ((+)-1-(2,2-Diethoxyethyl)-3-(4-methylphenyl)aminocarbonylmethyl-3-(N'-(3-methoxyphenyl)ureido)indolin-2-one). Isolated yield 82.4%. Reaction SMILES: [CH2:1]([O:3][CH:4]([O:32][CH2:33][CH3:34])[CH2:5][N:6]1[C:14]2[C:9](=[CH:10][CH:11]=[CH:12][CH:13]=2)[C:8]([CH2:27][C:28](O)=[O:29])([NH:15][C:16]([NH:18][C:19]2[CH:24]=[CH:23][CH:22]=[C:21]([O:25][CH3:26])[CH:20]=2)=[O:17])[C:7]1=[O:31])[CH3:2].Cl.C(N=C=NCCCN(C)C)C.[NH2:47][C:48]1[CH:53]=[CH:52][C:51]([CH3:54])=[CH:50][CH:49]=1>ClCCl.C(OCC)(=O)C>[CH2:33]([O:32][CH:4]([O:3][CH2:1][CH3:2])[CH2:5][N:6]1[C:14]2[C:9](=[CH:10][CH:11]=[CH:12][CH:13]=2)[C:8]([CH2:27][C:28]([NH:47][C:48]2[CH:53]=[CH:52][C:51]([CH3:54])=[CH:50][CH:49]=2)=[O:29])([NH:15][C:16]([NH:18][C:19]2[CH:24]=[CH:23][CH:22]=[C:21]([O:25][CH3:26])[CH:20]=2)=[O:17])[C:7]1=[O:31])[CH3:34] |f:1.2|. Procedure details: In 30 ml of dichloromethane was dissolved 0.5 g of (+)-1-(2,2-diethoxyethyl)-3-hydroxycarbonylmethyl-3-(N'-(3-methoxyphenyl)ureido)indolin-2-one, and 0.22 g of 1-ethyl-3-(3-dimethylaminopropyl)carbodiimide hydrochloride and 0.20 g of p-toluidine were successively added thereto. After stirring the mixture for 9 hours, the reaction mixture was diluted with ethyl acetate and washed successively with dilute hydrochloric acid and saturated aqueous sodium hydrogencarbonate. The organic layer was dried...